Dataset: the Open Reaction Database (ORD), a public repository of structured organic reaction records. Task: describe an organic reaction: reactants, conditions, products, and yield The reactants are CC=1N=C(SC1)C1=NNC(C2=CC=CC=C12)=O (4-(4-methylthiazol-2-yl)phthalazin-1 (2H)-one), P(=O)(Cl)(Cl)Cl (phosphorus oxychloride), [OH-].[Na+] (NaOH). Product: ClC1=NN=C(C2=CC=CC=C12)C=1SC=C(N1)C (1-chloro-4-(4-methylthiazol-2-yl)phthalazine). Reaction SMILES: [CH3:1][C:2]1[N:3]=[C:4]([C:7]2[C:16]3[C:11](=[CH:12][CH:13]=[CH:14][CH:15]=3)[C:10](=O)[NH:9][N:8]=2)[S:5][CH:6]=1.P(Cl)(Cl)([Cl:20])=O.[OH-].[Na+]>>[Cl:20][C:10]1[C:11]2[C:16](=[CH:15][CH:14]=[CH:13][CH:12]=2)[C:7]([C:4]2[S:5][CH:6]=[C:2]([CH3:1])[N:3]=2)=[N:8][N:9]=1 |f:2.3|. Procedure: A dry 50 mL RBF set up with stirring bar and reflux condenser was charged with 4-(4-methylthiazol-2-yl)phthalazin-1 (2H)-one (1.6 g, 6.6 mmol) and phosphorus oxychloride (7.4 ml, 78.9 mmol). The mixture was stirred under reflux for 18 hrs, then poured onto ice while stirring vigorously. To the iced mixture was added 6N NaOH until pH=9. Stirring was continued vigorously until solids formed. The solids were filtered, washed with water and dried in oven to afford 1-chloro-4-(4-methylthiazol-2-yl)ph...